The task is: describe an organic reaction: reactants, conditions, products, and yield. This data is from the Open Reaction Database (ORD), a public repository of structured organic reaction records. Reactants: CC=1N(C2=CC=C(C=C2C1)N)CCN1CCCC1 (2-Methyl-1-(2-(pyrrolidin-1-yl)ethyl)-1H-indol-5-amine), I.CSC(=N)C=1SC=CC1 (thiophene-2-carboximidothioic acid methyl ester hydroiodide). Run in C(=O)(O)[O-].[Na+] (NaHCO3), C(C)O (ethanol). Reaction conditions: time 16 hour. The product is CC=1N(C2=CC=C(C=C2C1)NC(=N)C=1SC=CC1)CCN1CCCC1 (N-(2-Methyl-1-(2-(pyrrolidin-1-yl)ethyl)-1H-indol-5-yl)thiophene-2-carboximidamide). Isolated yield 80.3%. As a reaction SMILES: [CH3:1][C:2]1[N:3]([CH2:12][CH2:13][N:14]2[CH2:18][CH2:17][CH2:16][CH2:15]2)[C:4]2[C:9]([CH:10]=1)=[CH:8][C:7]([NH2:11])=[CH:6][CH:5]=2.I.CS[C:22]([C:24]1[S:25][CH:26]=[CH:27][CH:28]=1)=[NH:23]>C(O)C.C([O-])(O)=O.[Na+]>[CH3:1][C:2]1[N:3]([CH2:12][CH2:13][N:14]2[CH2:18][CH2:17][CH2:16][CH2:15]2)[C:4]2[C:9]([CH:10]=1)=[CH:8][C:7]([NH:11][C:22]([C:24]1[S:25][CH:26]=[CH:27][CH:28]=1)=[NH:23])=[CH:6][CH:5]=2 |f:1.2,4.5|. Procedure details: A solution of compound 27 (0.37 g, 1.520 mmol) in dry ethanol (5 mL) was treated with thiophene-2-carboximidothioic acid methyl ester hydroiodide (0.86 g, 3.040 mmol) at room temperature and stirred for overnight (16 h). The reaction was diluted with sat. NaHCO3 solution (25 mL) and product was extracted into CH2Cl2 (2×25 mL). The combined CH2Cl2 layer was washed with brine (15 mL) and dried (Na2SO4). Solvent was evaporated and crude was purified by column chromatography (2 M NH3 in MeOH:CH2Cl2,... The reactants are Cn1cc(OCc2ccccc2)c(=O)cc1C(=O)O, CN(C)C=O. Yields the product Cn1ccc(=O)c(OCc2ccccc2)c1. As a reaction SMILES: [CH2:1]([c:2]1[cH:3][cH:4][cH:5][cH:6][cH:7]1)[O:8][c:9]1[c:10](=[O:19])[cH:11][c:12]([C:16]([OH:17])=[O:18])[n:13]([CH3:15])[cH:14]1.[O:20]=[CH:21][N:22]([CH3:23])[CH3:24]>>[CH2:1]([c:2]1[cH:3][cH:4][cH:5][cH:6][cH:7]1)[O:8][c:9]1[c:10](=[O:19])[cH:11][cH:12][n:13]([CH3:15])[cH:14]1. Starting materials: [I-].[Na+] (sodium iodide), C(=O)([O-])[O-].[K+].[K+] (K2CO3), NC1=C(C(=CC=C1)OCC1=CC=CC=C1)NC(C)=O (N-[2-amino-6-(benzyloxy)phenyl]acetamide), BrCC(=O)OCC (ethyl bromoacetate). Solvent: CN(C)C=O (DMF), O (water). Run at temperature 80 celsius, time 6 hour. Product: C(C)(=O)NC1=C(C=CC=C1OCC1=CC=CC=C1)NCC(=O)OCC (ethyl N-[2-acetamido-3-(benzyloxy)phenyl]glycinate). Isolated yield 72.6%. As a reaction SMILES: [NH2:1][C:2]1[CH:7]=[CH:6][CH:5]=[C:4]([O:8][CH2:9][C:10]2[CH:15]=[CH:14][CH:13]=[CH:12][CH:11]=2)[C:3]=1[NH:16][C:17](=[O:19])[CH3:18].Br[CH2:21][C:22]([O:24][CH2:25][CH3:26])=[O:23].[I-].[Na+].C([O-])([O-])=O.[K+].[K+]>CN(C=O)C.O>[C:17]([NH:16][C:3]1[C:4]([O:8][CH2:9][C:10]2[CH:15]=[CH:14][CH:13]=[CH:12][CH:11]=2)=[CH:5][CH:6]=[CH:7][C:2]=1[NH:1][CH2:21][C:22]([O:24][CH2:25][CH3:26])=[O:23])(=[O:19])[CH3:18] |f:2.3,4.5.6|. Reported procedure: To a mixture of N-[2-amino-6-(benzyloxy)phenyl]acetamide (2.95 g) and ethyl bromoacetate (2.11 g) in DMF (29.5 mL) were added sodium iodide (1.73 g) and K2CO3 (1.91 g) at ambient temperature. The mixture was stirred at 80° C. for 6 hours. After cooling, the reaction mixture was added water (50 mL). The formed precipitate was collected by filteration and washed with water and recrystallized from solvent (EtOAc and n-hexane) to give ethyl N-[2-acetamido-3-(benzyloxy)phenyl]glycinate (2.86 g) as a ... The reactants are ClC1=CC2=C(C=3CCCNC3CC2)C=C1 (8-chloro-1,2,3,4,5,6-hexahydrobenzo[f]quinoline), C(C1=CC=CC=C1)(=O)Cl (benzoyl chloride). Solvent: N1=CC=CC=C1 (pyridine). Conditions: time 8 hour. Yields the product C(C1=CC=CC=C1)(=O)N1CCCC=2C3=C(CCC12)C=C(C=C3)Cl (4-benzoyl-8-chloro-1,2,3,4,5,6-hexahydrobenzo[f]-quinoline). RXN SMILES: [Cl:1][C:2]1[CH:15]=[CH:14][C:5]2[C:6]3[CH2:7][CH2:8][CH2:9][NH:10][C:11]=3[CH2:12][CH2:13][C:4]=2[CH:3]=1.[C:16](Cl)(=[O:23])[C:17]1[CH:22]=[CH:21][CH:20]=[CH:19][CH:18]=1>N1C=CC=CC=1>[C:16]([N:10]1[C:11]2[CH2:12][CH2:13][C:4]3[CH:3]=[C:2]([Cl:1])[CH:15]=[CH:14][C:5]=3[C:6]=2[CH2:7][CH2:8][CH2:9]1)(=[O:23])[C:17]1[CH:22]=[CH:21][CH:20]=[CH:19][CH:18]=1. Reported procedure: 7.00 g (0.032 mol) of 8-chloro-1,2,3,4,5,6-hexahydrobenzo[f]quinoline were dissolved in 50 ml of pyridine and 6.75 g (0.048 mol) of benzoyl chloride were added dropwise thereto at 0°. After stirring at room temperature overnight the mixture was extracted with water and chloroform, dried with magnesium sulphate and the solvent was distilled off in vacuo. Chromatography (silica gel, chloroform-hexane, 1:1) and crystallization chloroform-hexane) gave 4-benzoyl-8-chloro-1,2,3,4,5,6-hexahydrobenzo[f]... The reactants are C(C1=CC=CC=C1)OC1=CC=C(C=C1)C1=CC(CCC1)(C)C (1-benzyloxy-4-(3,3-dimethyl-cyclohex-1-enyl)-benzene). The reagents and catalysts are [Pd] (Pd/C). The solvent is CO (MeOH), CCOC(=O)C (EtOAc). Reaction conditions: time 8 hour. The product is CC1(CC(CCC1)C1=CC=C(C=C1)O)C (4-(3,3-Dimethyl-cyclohexyl)-phenol). The yield is 102.4%. RXN SMILES: C([O:8][C:9]1[CH:14]=[CH:13][C:12]([C:15]2[CH2:20][CH2:19][CH2:18][C:17]([CH3:22])([CH3:21])[CH:16]=2)=[CH:11][CH:10]=1)C1C=CC=CC=1>CO.CCOC(C)=O.[Pd]>[CH3:21][C:17]1([CH3:22])[CH2:18][CH2:19][CH2:20][CH:15]([C:12]2[CH:11]=[CH:10][C:9]([OH:8])=[CH:14][CH:13]=2)[CH2:16]1. Reported procedure: To 1-benzyloxy-4-(3,3-dimethyl-cyclohex-1-enyl)-benzene (4.3 g, 16.4 mmol) in MeOH (50 mL) and EtOAc (50 mL) was added 10% Pd/C (0.67 g) under N2. This mixture was stirred under H2 (1 atm) overnight. The reaction mixture was filtered through celite. The filtrate was concentrated to give the title compound as a white solid (3.43 g). The reactants are OC1=CC=C(C=C1)N1C(N(C(C1(C)C)=N)C1=CC(=C(C#N)C=C1)C(F)(F)F)=S (4-[3-(4-hydroxyphenyl)-5-imino-4,4-dimethyl-2-thioxoimidazolidin-1-yl]-2-trifluoromethylbenzonitrile), CO (methanol), O (water). Run in Cl (HCl). Product: OC1=CC=C(C=C1)N1C(N(C(C1(C)C)=O)C1=CC(=C(C#N)C=C1)C(F)(F)F)=S (4-[3-(4-hydroxyphenyl)-4,4-dimethyl-5-oxo-2-thioxoimidazolidin-1-yl]-2-trifluoromethylbenzonitrile), 3c. Reaction SMILES: [OH:1][C:2]1[CH:7]=[CH:6][C:5]([N:8]2[C:12]([CH3:14])([CH3:13])[C:11](=N)[N:10]([C:16]3[CH:23]=[CH:22][C:19]([C:20]#[N:21])=[C:18]([C:24]([F:27])([F:26])[F:25])[CH:17]=3)[C:9]2=[S:28])=[CH:4][CH:3]=1.C[OH:30].O>Cl>[OH:1][C:2]1[CH:3]=[CH:4][C:5]([N:8]2[C:12]([CH3:13])([CH3:14])[C:11](=[O:30])[N:10]([C:16]3[CH:23]=[CH:22][C:19]([C:20]#[N:21])=[C:18]([C:24]([F:25])([F:26])[F:27])[CH:17]=3)[C:9]2=[S:28])=[CH:6][CH:7]=1. Procedure details: A mixture of 3b (0.202 g, 0.5 mmol) in HCl aq., 2N (2 ml) and methanol (5 ml) was heated to reflux for 2 h. After being cooled to room temperature, the reaction mixture was poured into cold water (10 ml) and extracted with ethyl acetate (10 ml). The organic layer was dried over MgSO4, concentrated and chromatographed (dichloromethane/acetone, 9:1) to yield 4-[3-(4-hydroxyphenyl)-4,4-dimethyl-5-oxo-2-thioxoimidazolidin-1-yl]-2-trifluoromethylbenzonitrile, 3c, [RD8] (0.198 g, 0.49 mmol, 98%) as a ...